This data is from the Open Reaction Database (ORD), a public repository of structured organic reaction records. The task is: describe an organic reaction: reactants, conditions, products, and yield The reactants are ClCCl, C[Si](C)(C)CCOCOc1cccnc1C(=O)c1ccccc1Cl, O=C(O)C(F)(F)F. Product: O=C(c1ccccc1Cl)c1ncccc1O. RXN SMILES: [Cl:32][CH2:33][Cl:34].[Cl:8][c:9]1[c:10]([C:15](=[O:16])[c:17]2[n:18][cH:19][cH:20][cH:21][c:22]2[O:23][CH2:24][O:25][CH2:26][CH2:27][Si:28]([CH3:29])([CH3:30])[CH3:31])[cH:11][cH:12][cH:13][cH:14]1.[OH:1][C:2]([C:3]([F:4])([F:5])[F:6])=[O:7]>>[Cl:8][c:9]1[c:10]([C:15](=[O:16])[c:17]2[n:18][cH:19][cH:20][cH:21][c:22]2[OH:23])[cH:11][cH:12][cH:13][cH:14]1.